The task is: describe an organic reaction: reactants, conditions, products, and yield. This data is from the Open Reaction Database (ORD), a public repository of structured organic reaction records. Starting materials: Cl (HCl), CC=1C=CC=C(C1C(=O)O)N (6-methylanthranilic acid), [OH-].[Na+] (NaOH), C(C)(=O)OC(C)=O (acetic anhydride). Run in O (water). Conditions: time 1 hour. Yields the product CC1=C(C(=O)O)C(=CC=C1)NC(C)=O (2-Methyl-6-acetamidobenzoic acid). Reaction SMILES: [CH3:1][C:2]1[CH:3]=[CH:4][CH:5]=[C:6]([NH2:11])[C:7]=1[C:8]([OH:10])=[O:9].[OH-].[Na+].[C:14](OC(=O)C)(=[O:16])[CH3:15].Cl>O>[CH3:1][C:2]1[CH:3]=[CH:4][CH:5]=[C:6]([NH:11][C:14](=[O:16])[CH3:15])[C:7]=1[C:8]([OH:10])=[O:9] |f:1.2|. Reported procedure: 90.6 g (0.6 mol) of 6-methylanthranilic acid are added to a solution of 24.8 g (0.62 mol) of NaOH in 500 ml of water and 63.4 g (0.62 mol) of acetic anhydride are then added dropwise. After stirring for one hour, the mixture is acidified to pH 3 with conc. HCl with cooling, and the precipitate which deposits is filtered off with suction, washed with water and dried under reduced pressure at 50° C. The reactants are CCc1nc2ncnc(-c3c(C)cc(C)cc3C)c2[nH]1, CCCCC(O)CC, CCOC(=O)N=NC(=O)OCC, C1CCOC1, c1ccc(P(c2ccccc2)c2ccccc2)cc1. The product is CCCCC(CC)n1c(CC)nc2c(-c3c(C)cc(C)cc3C)ncnc21. RXN SMILES: [CH2:1]([CH3:2])[c:3]1[n:4][c:5]2[n:6][cH:7][n:8][c:9](-[c:12]3[c:13]([CH3:20])[cH:14][c:15]([CH3:19])[cH:16][c:17]3[CH3:18])[c:10]2[nH:11]1.[CH3:21][CH2:22][CH:23]([CH2:24][CH2:25][CH2:26][CH3:27])[OH:28].[O:48]=[C:49]([O:50][CH2:51][CH3:52])[N:53]=[N:54][C:55]([O:56][CH2:57][CH3:58])=[O:59].[O:60]1[CH2:61][CH2:62][CH2:63][CH2:64]1.[c:29]1([P:30]([c:31]2[cH:32][cH:33][cH:34][cH:35][cH:36]2)[c:37]2[cH:38][cH:39][cH:40][cH:41][cH:42]2)[cH:43][cH:44][cH:45][cH:46][cH:47]1>>[CH2:1]([CH3:2])[c:3]1[n:4]([CH:23]([CH2:22][CH3:21])[CH2:24][CH2:25][CH2:26][CH3:27])[c:5]2[n:6][cH:7][n:8][c:9](-[c:12]3[c:13]([CH3:20])[cH:14][c:15]([CH3:19])[cH:16][c:17]3[CH3:18])[c:10]2[n:11]1. The reactants are O=C1CCC(=O)N1Br, ClC(Cl)(Cl)Cl, Cc1nc(-c2ccc(Cl)cc2)c(C)o1, CC(C)(C#N)N=NC(C)(C)C#N. Yields the product Cc1nc(-c2ccc(Cl)cc2)c(CBr)o1. Reaction SMILES: [Br:15][N:16]1[C:17](=[O:18])[CH2:19][CH2:20][C:21]1=[O:22].[C:35]([Cl:36])([Cl:37])([Cl:38])[Cl:39].[Cl:1][c:2]1[cH:3][cH:4][c:5](-[c:8]2[n:9][c:10]([CH3:14])[o:11][c:12]2[CH3:13])[cH:6][cH:7]1.[N:23]#[C:24][C:25]([N:26]=[N:27][C:28]([C:29]#[N:30])([CH3:31])[CH3:32])([CH3:33])[CH3:34]>>[Cl:1][c:2]1[cH:3][cH:4][c:5](-[c:8]2[n:9][c:10]([CH3:14])[o:11][c:12]2[CH2:13][Br:15])[cH:6][cH:7]1. The reactants are [BH4-], CO, CC(C)CC=O, NCC1CCCc2cc(Oc3ccc(C(N)=O)cn3)ccc21, [Na+]. Product: CC(C)CCNCC1CCCc2cc(Oc3ccc(C(N)=O)cn3)ccc21. RXN SMILES: [BH4-:29].[CH3:31][OH:32].[CH:1]([CH2:2][CH:3]([CH3:4])[CH3:5])=[O:6].[NH2:7][CH2:8][CH:9]1[c:10]2[cH:11][cH:12][c:13]([O:19][c:20]3[n:21][cH:22][c:23]([C:24](=[O:25])[NH2:26])[cH:27][cH:28]3)[cH:14][c:15]2[CH2:16][CH2:17][CH2:18]1.[Na+:30]>>[CH2:1]([CH2:2][CH:3]([CH3:4])[CH3:5])[NH:7][CH2:8][CH:9]1[c:10]2[cH:11][cH:12][c:13]([O:19][c:20]3[n:21][cH:22][c:23]([C:24](=[O:25])[NH2:26])[cH:27][cH:28]3)[cH:14][c:15]2[CH2:16][CH2:17][CH2:18]1.